Dataset: the Open Reaction Database (ORD), a public repository of structured organic reaction records. Task: describe an organic reaction: reactants, conditions, products, and yield Reactants: C(C)(C)(C)C1=CC(=C(C=N1)C=1N([C@]([C@](N1)(C)C1=CC=C(C=C1)Cl)(C)C1=CC=C(C=C1)Cl)C(=O)N1CCC(CC1)CC(=O)O)OCC ({1-[(4S,5R)-2-(6-tert-butyl-4-ethoxy-pyridin-3-yl)-4,5-bis-(4-chloro-phenyl)-4,5-dimethyl-4,5-dihydro-imidazole-1-carbonyl]-piperidin-4-yl}-acetic acid), C1(CC1)[C@H](C)N (N-((S)-1-cyclopropyl-ethyl)-amine). The product is C(C)(C)(C)C1=CC(=C(C=N1)C=1N([C@]([C@](N1)(C)C1=CC=C(C=C1)Cl)(C)C1=CC=C(C=C1)Cl)C(=O)N1CCC(CC1)CC(=O)N[C@@H](C)C1CC1)OCC (2-{1-[(4S,5R)-2-(6-tert-Butyl-4-ethoxy-pyridin-3-yl)-4,5-bis-(4-chloro-phenyl)-4,5-dimethyl-4,5-dihydro-imidazole-1-carbonyl]-piperidin-4-yl}-N-((S)-1-cyclopropyl-ethyl)-acetamide). RXN SMILES: [C:1]([C:5]1[N:10]=[CH:9][C:8]([C:11]2[N:12]([C:32]([N:34]3[CH2:39][CH2:38][CH:37]([CH2:40][C:41](O)=[O:42])[CH2:36][CH2:35]3)=[O:33])[C@@:13]([C:25]3[CH:30]=[CH:29][C:28]([Cl:31])=[CH:27][CH:26]=3)([CH3:24])[C@@:14]([C:17]3[CH:22]=[CH:21][C:20]([Cl:23])=[CH:19][CH:18]=3)([CH3:16])[N:15]=2)=[C:7]([O:44][CH2:45][CH3:46])[CH:6]=1)([CH3:4])([CH3:3])[CH3:2].[CH:47]1([C@@H:50]([NH2:52])[CH3:51])[CH2:49][CH2:48]1>>[C:1]([C:5]1[N:10]=[CH:9][C:8]([C:11]2[N:12]([C:32]([N:34]3[CH2:35][CH2:36][CH:37]([CH2:40][C:41]([NH:52][C@H:50]([CH:47]4[CH2:49][CH2:48]4)[CH3:51])=[O:42])[CH2:38][CH2:39]3)=[O:33])[C@@:13]([C:25]3[CH:26]=[CH:27][C:28]([Cl:31])=[CH:29][CH:30]=3)([CH3:24])[C@@:14]([C:17]3[CH:18]=[CH:19][C:20]([Cl:23])=[CH:21][CH:22]=3)([CH3:16])[N:15]=2)=[C:7]([O:44][CH2:45][CH3:46])[CH:6]=1)([CH3:4])([CH3:3])[CH3:2]. Procedure: In a manner analogous to the method described in example 163, {1-[(4S,5R)-2-(6-tert-butyl-4-ethoxy-pyridin-3-yl)-4,5-bis-(4-chloro-phenyl)-4,5-dimethyl-4,5-dihydro-imidazole-1-carbonyl]-piperidin-4-yl}-acetic acid was reacted with N-((S)-1-cyclopropyl-ethyl)-amine (Alfa) to give the title compound. LC-MS (ES+) 732 [(M+H)+]. Procedure details: A mixture of (3E)-6-fluoro-3-[4-(6-fluoropyridin-3-yl)-5,5-dimethylfuran-2(5H)-ylidene]-1,3-dihydro-2H-indol-2-one (50 mg, 0.15 mmol) and 4-hydroxypiperidine (50 mg, 0.49 mL) in anhydrous DMSO (3 mL) was heated at 100° C. under nitrogen for 6 hours. The mixture was cooled to room temp and poured into 100 mL of water. The precipitates were filtered, washed with water and dried in vacuo to give (3E)-6-fluoro-3-{4-[6-(4-hydroxypiperidin-1-yl)pyridin-3-yl]-5,5-dimethylfuran-2(5H)-ylidene}-1,3-dihydr... The reactants are FC1=CC=C2\C(\C(NC2=C1)=O)=C\1/OC(C(=C1)C=1C=NC(=CC1)F)(C)C ((3E)-6-fluoro-3-[4-(6-fluoropyridin-3-yl)-5,5-dimethylfuran-2(5H)-ylidene]-1,3-dihydro-2H-indol-2-one), OC1CCNCC1 (4-hydroxypiperidine), O (water). Conditions: temperature 100 celsius. Run in CS(=O)C (DMSO). Yields the product FC1=CC=C2\C(\C(NC2=C1)=O)=C\1/OC(C(=C1)C=1C=NC(=CC1)N1CCC(CC1)O)(C)C ((3E)-6-fluoro-3-{4-[6-(4-hydroxypiperidin-1-yl)pyridin-3-yl]-5,5-dimethylfuran-2(5H)-ylidene}-1,3-dihydro-2H-indol-2-one). Reaction SMILES: [F:1][C:2]1[CH:10]=[C:9]2[C:5](/[C:6](=[C:12]3\[O:13][C:14]([CH3:25])([CH3:24])[C:15]([C:17]4[CH:18]=[N:19][C:20](F)=[CH:21][CH:22]=4)=[CH:16]\3)/[C:7](=[O:11])[NH:8]2)=[CH:4][CH:3]=1.[OH:26][CH:27]1[CH2:32][CH2:31][NH:30][CH2:29][CH2:28]1.O>CS(C)=O>[F:1][C:2]1[CH:10]=[C:9]2[C:5](/[C:6](=[C:12]3\[O:13][C:14]([CH3:25])([CH3:24])[C:15]([C:17]4[CH:18]=[N:19][C:20]([N:30]5[CH2:31][CH2:32][CH:27]([OH:26])[CH2:28][CH2:29]5)=[CH:21][CH:22]=4)=[CH:16]\3)/[C:7](=[O:11])[NH:8]2)=[CH:4][CH:3]=1. The reactants are FC=1C=CC(=C(C1)C[C@@H](C)O)C ((R)-1-(5-fluoro-2-methylphenyl)propan-2-ol), CCN(C(C)C)C(C)C (DIEA), C(=O)(O)[O-].[Na+] (NaHCO3), CS(=O)(=O)Cl (methylsulfonyl chloride). The solvent is C(Cl)Cl (DCM), ice water. Reaction conditions: time 30 minute. Yields the product CS(=O)(=O)O[C@@H](CC1=C(C=CC(=C1)F)C)C ((R)-1-(5-fluoro-2-methylphenyl)propan-2-yl methanesulfonate). Reaction SMILES: [F:1][C:2]1[CH:3]=[CH:4][C:5]([CH3:12])=[C:6]([CH2:8][C@H:9]([OH:11])[CH3:10])[CH:7]=1.CCN(C(C)C)C(C)C.[CH3:22][S:23](Cl)(=[O:25])=[O:24].C([O-])(O)=O.[Na+]>C(Cl)Cl>[CH3:22][S:23]([O:11][C@H:9]([CH3:10])[CH2:8][C:6]1[CH:7]=[C:2]([F:1])[CH:3]=[CH:4][C:5]=1[CH3:12])(=[O:25])=[O:24] |f:3.4|. Reported procedure: A solution of (R)-1-(5-fluoro-2-methylphenyl)propan-2-ol (6.1 g, 36.3 mmol) and DIEA (12.6 mL, 72.6 mmol) in 200 mL anhydrous DCM was cooled in ice-water bath. Then methylsulfonyl chloride (3.4 mL, 43.5 mmol) was added slowly and the mixture was stirred for 30 min at rt. And then, saturated NaHCO3 solution (30 mL) was added to the solution and extracted with DCM, dried over anhydrous MgSO4, concentrated, passed through silicagel pad to give crude (R)-1-(5-fluoro-2-methylphenyl)propan-2-yl methan...